Task: describe an organic reaction: reactants, conditions, products, and yield. Dataset: the Open Reaction Database (ORD), a public repository of structured organic reaction records Yields the product ClC1=C(OCCCOC=2C=CC3=C(C[C@](O3)(C(=O)O)CC)C2)C=CC(=C1)CC(F)(F)F ((2S)-5-{3-[2-Chloro-4-(2,2,2-trifluoro-ethyl)-phenoxy]-propoxy}-2-ethyl-2,3-dihydro-benzofuran-2-carboxylic acid). Starting materials: COC(=O)C1(OC2=C(C1)C=C(C=C2)O)CC (2-Ethyl-5-hydroxy-2,3-dihydro-benzofuran-2-carboxylic acid methyl ester), ClC1=C(C=CC(=C1)CC(F)(F)F)OCCCI (2-Chloro-1-(3-iodo-propoxy)4(2,2,2-trifluoro-ethyl)benzene). As a reaction SMILES: C[O:2][C:3]([C:5]1([CH2:15][CH3:16])[CH2:9][C:8]2[CH:10]=[C:11]([OH:14])[CH:12]=[CH:13][C:7]=2[O:6]1)=[O:4].[Cl:17][C:18]1[CH:23]=[C:22]([CH2:24][C:25]([F:28])([F:27])[F:26])[CH:21]=[CH:20][C:19]=1[O:29][CH2:30][CH2:31][CH2:32]I>>[Cl:17][C:18]1[CH:23]=[C:22]([CH2:24][C:25]([F:26])([F:28])[F:27])[CH:21]=[CH:20][C:19]=1[O:29][CH2:30][CH2:31][CH2:32][O:14][C:11]1[CH:12]=[CH:13][C:7]2[O:6][C@:5]([CH2:15][CH3:16])([C:3]([OH:2])=[O:4])[CH2:9][C:8]=2[CH:10]=1. Procedure details: The title compound was prepared following the general procedure described in Example 1, Step 4, employing the chiral phenol prepared in Example 10, Step 2 and the iodide prepared in Step 2. Reactants: COc1ccc(COc2ccc(Cn3cc(OC(c4ccccc4)c4ccccc4)c(=O)cc3CO)cc2OCc2ccc(OC)cc2)cc1, ClCCl. Product: COc1ccc(COc2ccc(Cn3cc(OC(c4ccccc4)c4ccccc4)c(=O)cc3C=O)cc2OCc2ccc(OC)cc2)cc1. As a reaction SMILES: [CH3:1][O:2][c:3]1[cH:4][cH:5][c:6]([CH2:7][O:8][c:9]2[cH:10][c:11]([CH2:12][n:13]3[cH:14][c:15]([O:22][CH:23]([c:24]4[cH:25][cH:26][cH:27][cH:28][cH:29]4)[c:30]4[cH:31][cH:32][cH:33][cH:34][cH:35]4)[c:16](=[O:21])[cH:17][c:18]3[CH2:19][OH:20])[cH:36][cH:37][c:38]2[O:39][CH2:40][c:41]2[cH:42][cH:43][c:44]([O:47][CH3:48])[cH:45][cH:46]2)[cH:49][cH:50]1.[Cl:51][CH2:52][Cl:53]>>[CH3:1][O:2][c:3]1[cH:4][cH:5][c:6]([CH2:7][O:8][c:9]2[cH:10][c:11]([CH2:12][n:13]3[cH:14][c:15]([O:22][CH:23]([c:24]4[cH:25][cH:26][cH:27][cH:28][cH:29]4)[c:30]4[cH:31][cH:32][cH:33][cH:34][cH:35]4)[c:16](=[O:21])[cH:17][c:18]3[CH:19]=[O:20])[cH:36][cH:37][c:38]2[O:39][CH2:40][c:41]2[cH:42][cH:43][c:44]([O:47][CH3:48])[cH:45][cH:46]2)[cH:49][cH:50]1. The reactants are FC1=CC=C(C=C1)B(O)O (4-fluorobenzeneboronic acid), IC1=C(OC2=C(C1=O)C=CC=C2)C2=CC=C(C=C2)S(=O)(=O)C (3-iodo-2-(4-(methylsulfonyl)phenyl)-4H-1-benzopyran-4-one), FC(C1=CC=C(C=C1)B(O)O)(F)F (4-trifluoromethylbenzeneboronic acid). The product is CSC1=CC=C(C=C1)C=1OC2=C(C(C1C1=CC=C(C=C1)C(F)(F)F)=O)C=CC=C2 (2-(4-(Methylthio)phenyl)-3-(4-trifluoromethylphenyl)-4H-1-benzopyran-4-one), solid. Isolated yield 40.0%. RXN SMILES: I[C:2]1[C:7](=[O:8])[C:6]2[CH:9]=[CH:10][CH:11]=[CH:12][C:5]=2[O:4][C:3]=1[C:13]1[CH:18]=[CH:17][C:16]([S:19]([CH3:22])(=O)=O)=[CH:15][CH:14]=1.[F:23][C:24]([F:35])([F:34])[C:25]1[CH:30]=[CH:29][C:28](B(O)O)=[CH:27][CH:26]=1.FC1C=CC(B(O)O)=CC=1>>[CH3:22][S:19][C:16]1[CH:17]=[CH:18][C:13]([C:3]2[O:4][C:5]3[CH:12]=[CH:11][CH:10]=[CH:9][C:6]=3[C:7](=[O:8])[C:2]=2[C:28]2[CH:29]=[CH:30][C:25]([C:24]([F:35])([F:34])[F:23])=[CH:26][CH:27]=2)=[CH:14][CH:15]=1. Procedure details: Following the procedure of Example 1, Step 5, but substituting 3-bromo-2-(4-(methylthio)phenyl)-4H-1-benzopyran-4-one(0.1 g, 0.32 mmol) for 3-iodo-2-(4-(methylsulfonyl)phenyl)-4H-1-benzopyran-4-one and 4-trifluoromethylbenzeneboronic acid(0.066 g, 0.35 mmol) for 4-fluorobenzeneboronic acid, the title compound was obtained as a solid(0.05 g, 40%). Reactants: O=C([O-])C(=O)[O-], CC(COc1ccc(C(=O)c2c(-c3ccc(OCCN4CCCC4)cc3)sc3ccccc23)cc1)N1CCCC1=O. The product is O=C(O)C(=O)O, CC(COc1ccc(Cc2c(-c3ccc(OCCN4CCCC4)cc3)sc3ccccc23)cc1)N1CCCC1=O. As a reaction SMILES: [C:42]([C:43](=[O:44])[O-:45])(=[O:46])[O-:47].[N:1]1([CH2:6][CH2:7][O:8][c:9]2[cH:10][cH:11][c:12](-[c:15]3[c:16]([C:24](=[O:25])[c:26]4[cH:27][cH:28][c:29]([O:32][CH2:33][CH:34]([CH3:35])[N:36]5[C:37](=[O:41])[CH2:38][CH2:39][CH2:40]5)[cH:30][cH:31]4)[c:17]4[c:18]([s:19]3)[cH:20][cH:21][cH:22][cH:23]4)[cH:13][cH:14]2)[CH2:2][CH2:3][CH2:4][CH2:5]1>>[C:42]([C:43](=[O:44])[OH:45])(=[O:46])[OH:47].[N:1]1([CH2:6][CH2:7][O:8][c:9]2[cH:10][cH:11][c:12](-[c:15]3[c:16]([CH2:24][c:26]4[cH:27][cH:28][c:29]([O:32][CH2:33][CH:34]([CH3:35])[N:36]5[C:37](=[O:41])[CH2:38][CH2:39][CH2:40]5)[cH:30][cH:31]4)[c:17]4[c:18]([s:19]3)[cH:20][cH:21][cH:22][cH:23]4)[cH:13][cH:14]2)[CH2:2][CH2:3][CH2:4][CH2:5]1.